From a dataset of the Open Reaction Database (ORD), a public repository of structured organic reaction records. describe an organic reaction: reactants, conditions, products, and yield Reaction SMILES: [NH2:1][C:2]1[C:7]([F:8])=[CH:6][C:5]([OH:9])=[CH:4][C:3]=1[F:10].N1C=CN=C1.[Cl-].[CH:17]([SiH:20]([CH:24]([CH3:26])[CH3:25])[CH:21]([CH3:23])[CH3:22])([CH3:19])[CH3:18]>CN(C=O)C>[F:8][C:7]1[CH:6]=[C:5]([O:9][Si:20]([CH:24]([CH3:26])[CH3:25])([CH:21]([CH3:23])[CH3:22])[CH:17]([CH3:19])[CH3:18])[CH:4]=[C:3]([F:10])[C:2]=1[NH2:1] |f:2.3|. Conditions: time 8 hour. Yields the product FC1=C(N)C(=CC(=C1)O[Si](C(C)C)(C(C)C)C(C)C)F (2,6-difluoro-4-{[tris(1-methylethyl)silyl]oxy}aniline). The yield is 83.0%. Procedure details: A mixture of 4-amino-3,5-difluorophenol (580 mg), imidazole (354 mg), triisopropylsilane chloride (848 mg) and DMF (12 mL) was stirred at room temperature overnight. The solvent was evaporated under reduced pressure, water was added to the residue, and the mixture was extracted with ethyl acetate. The separated aqueous layer was extracted again with ethyl acetate. The combined organic layer was washed with saturated brine, and dried over anhydrous magnesium sulfate, and the solvent was evaporate... The reactants are NC1=C(C=C(C=C1F)O)F (4-amino-3,5-difluorophenol), N1C=NC=C1 (imidazole), [Cl-].C(C)(C)[SiH](C(C)C)C(C)C (triisopropylsilane chloride). Run in CN(C)C=O (DMF). The reactants are [BH4-].[Na+] (sodium borohydride), COC(=O)C1=CC2=C(N=NS2)C=C1 (benzo[1,2,3]thiadiazole-6-carboxylic acid methyl ester), Heterocyclic. Run in CO (methanol). The product is OCC1=CC2=C(N=NS2)C=C1 (6-Hydroxymethyl-benzo[1,2,3]thiadiazole). The yield is 45.0%. Reaction SMILES: [BH4-].[Na+].C[O:4][C:5]([C:7]1[CH:15]=[CH:14][C:10]2[N:11]=[N:12][S:13][C:9]=2[CH:8]=1)=O>CO>[OH:4][CH2:5][C:7]1[CH:15]=[CH:14][C:10]2[N:11]=[N:12][S:13][C:9]=2[CH:8]=1 |f:0.1|. Reported procedure: Add sodium borohydride (1.35 g, 36 mmol) in five portions over 4 h to a solution of benzo[1,2,3]thiadiazole-6-carboxylic acid methyl ester (0.35 g, 1.8 mmol, prepared by following the procedure described in J. Heterocyclic Chem. 1972, 1149) in methanol (18 mL) at 0° C. Add acetone to quench and evaporate the mixture onto silica gel. Purify the residue by chromatography on silica gel eluting with hexane/EtOAc (1:0 to 2:3 gradient) to give the desired intermediate (133 mg, 45%). MS (GCMS) m/z: 166... Reactants: CO, CCOP(=O)(OCC)C(F)(F)C(=O)c1ccc(-c2ccc(F)cn2)c(F)c1F, [Na+], [OH-]. The product is O=C(c1ccc(-c2ccc(F)cn2)c(F)c1F)C(F)F. As a reaction SMILES: [CH3:31][OH:32].[F:3][c:4]1[c:5]([C:18]([C:19]([F:20])([F:21])[P:22](=[O:23])([O:24][CH2:25][CH3:26])[O:27][CH2:28][CH3:29])=[O:30])[cH:6][cH:7][c:8](-[c:11]2[n:12][cH:13][c:14]([F:17])[cH:15][cH:16]2)[c:9]1[F:10].[Na+:2].[OH-:1]>>[F:3][c:4]1[c:5]([C:18]([CH:19]([F:20])[F:21])=[O:30])[cH:6][cH:7][c:8](-[c:11]2[n:12][cH:13][c:14]([F:17])[cH:15][cH:16]2)[c:9]1[F:10]. Reactants: ClC1=CC2=C(C=3C(CN=C2C2=C(C=CC=C2)F)=CNC3)C=C1 (8-chloro-6-(2-fluorophenyl)-2H,4H-pyrrolo[3,4-d][2]benzazepine), ClC(C(=O)Cl)(Cl)Cl (trichloroacetyl chloride). Run in C(Cl)Cl (methylene chloride). Product: ClC1=CC2=C(C=3C(CN=C2C2=C(C=CC=C2)F)=C(NC3)C(C(Cl)(Cl)Cl)=O)C=C1 (1-[8-Chloro-6-(2-fluorophenyl)-2H,4H-pyrrolo[3,4-d][2]benzazepin-3-yl]-2,2,2-trichloroethanone). As a reaction SMILES: [Cl:1][C:2]1[CH:22]=[CH:21][C:5]2[C:6]3[C:7](=[CH:18][NH:19][CH:20]=3)[CH2:8][N:9]=[C:10]([C:11]3[CH:16]=[CH:15][CH:14]=[CH:13][C:12]=3[F:17])[C:4]=2[CH:3]=1.[Cl:23][C:24]([Cl:29])([Cl:28])[C:25](Cl)=[O:26]>C(Cl)Cl>[Cl:1][C:2]1[CH:22]=[CH:21][C:5]2[C:6]3[C:7](=[C:18]([C:25](=[O:26])[C:24]([Cl:29])([Cl:28])[Cl:23])[NH:19][CH:20]=3)[CH2:8][N:9]=[C:10]([C:11]3[CH:16]=[CH:15][CH:14]=[CH:13][C:12]=3[F:17])[C:4]=2[CH:3]=1. Procedure: A mixture of 0.7 g (2.2 mmol) of 8-chloro-6-(2-fluorophenyl)-2H,4H-pyrrolo[3,4-d][2]benzazepine and 2.0 ml (18 mmol) of trichloroacetyl chloride in 20 ml of methylene chloride was refluxed for 7 days. The resulting precipitate was collected by filtration and partitioned between methylene chloride and saturated aqueous sodium bicarbonate. The methylene chloride solution was dried over anhydrous sodium sulfate and concentrated at reduced pressure to give a white solid mp 240°-245° (dec). Starting materials: BrCC1CC1, O=C([O-])[O-], CC(C)=O, [K+], [K+], CC(=O)c1c(O)cccc1O. Product: CC(=O)c1c(O)cccc1OCC1CC1. Reaction SMILES: [Br:18][CH2:19][CH:20]1[CH2:21][CH2:22]1.[C:12](=[O:13])([O-:14])[O-:15].[CH3:23][C:24](=[O:25])[CH3:26].[K+:16].[K+:17].[OH:1][c:2]1[c:3]([C:9]([CH3:10])=[O:11])[c:4]([OH:8])[cH:5][cH:6][cH:7]1>>[O:1]([c:2]1[c:3]([C:9]([CH3:10])=[O:11])[c:4]([OH:8])[cH:5][cH:6][cH:7]1)[CH2:19][CH:20]1[CH2:21][CH2:22]1. The reactants are CC(C)CCO, COc1cc2nc(Cl)nc(N)c2cc1OC, O=C1CC2(CCCC2)CC(=O)N1C1CCCNC1. Product: Cl, COc1cc2nc(N3CCCC(N4C(=O)CC5(CCCC5)CC4=O)C3)nc(N)c2cc1OC. As a reaction SMILES: [CH2:35]([OH:36])[CH2:37][CH:38]([CH3:39])[CH3:40].[NH2:19][c:20]1[n:21][c:22]([Cl:34])[n:23][c:24]2[cH:25][c:26]([O:32][CH3:33])[c:27]([O:30][CH3:31])[cH:28][c:29]12.[NH:1]1[CH2:2][CH:3]([N:7]2[C:8](=[O:18])[CH2:9][C:10]3([CH2:11][CH2:12][CH2:13][CH2:14]3)[CH2:15][C:16]2=[O:17])[CH2:4][CH2:5][CH2:6]1>>[ClH:34].[N:1]1([c:22]2[n:21][c:20]([NH2:19])[c:29]3[c:24]([n:23]2)[cH:25][c:26]([O:32][CH3:33])[c:27]([O:30][CH3:31])[cH:28]3)[CH2:2][CH:3]([N:7]2[C:8](=[O:18])[CH2:9][C:10]3([CH2:11][CH2:12][CH2:13][CH2:14]3)[CH2:15][C:16]2=[O:17])[CH2:4][CH2:5][CH2:6]1. Starting materials: C(C)(=O)O[C@H]1[C@H](O[C@@H]([C@@H]([C@@H]1OC(C)=O)OC(C)=O)COC(C1=CC=CC=C1)(C1=CC=CC=C1)C1=CC=CC=C1)OC[C@@H](COCCCCCCCCCCCCCC)OCCCCCCCCCCCCCC (3-O-(2,3,4-tri-O-acetyl-6-O-trityl-α-D-galactopyranosyl)-1,2-di-O-tetradecyl-Sn-glycerol). Solvent: C(C)(=O)O (acetic acid). Run at temperature 50 celsius, time 2 hour. Product: C(C)(=O)O[C@H]1[C@H](O[C@@H]([C@@H]([C@@H]1OC(C)=O)OC(C)=O)CO)OC[C@@H](COCCCCCCCCCCCCCC)OCCCCCCCCCCCCCC (3-O-(2,3,4-tri-O-acetyl-α-D-galactopyranosyl)-1,2-di-O-tetradecyl-Sn-glycerol). Yield: 55.9%. RXN SMILES: [C:1]([O:4][C@@H:5]1[C@@H:10]([O:11][C:12](=[O:14])[CH3:13])[C@@H:9]([O:15][C:16](=[O:18])[CH3:17])[C@@H:8]([CH2:19][O:20]C(C2C=CC=CC=2)(C2C=CC=CC=2)C2C=CC=CC=2)[O:7][C@@H:6]1[O:40][CH2:41][C@H:42]([O:59][CH2:60][CH2:61][CH2:62][CH2:63][CH2:64][CH2:65][CH2:66][CH2:67][CH2:68][CH2:69][CH2:70][CH2:71][CH2:72][CH3:73])[CH2:43][O:44][CH2:45][CH2:46][CH2:47][CH2:48][CH2:49][CH2:50][CH2:51][CH2:52][CH2:53][CH2:54][CH2:55][CH2:56][CH2:57][CH3:58])(=[O:3])[CH3:2]>C(O)(=O)C>[C:1]([O:4][C@@H:5]1[C@@H:10]([O:11][C:12](=[O:14])[CH3:13])[C@@H:9]([O:15][C:16](=[O:18])[CH3:17])[C@@H:8]([CH2:19][OH:20])[O:7][C@@H:6]1[O:40][CH2:41][C@H:42]([O:59][CH2:60][CH2:61][CH2:62][CH2:63][CH2:64][CH2:65][CH2:66][CH2:67][CH2:68][CH2:69][CH2:70][CH2:71][CH2:72][CH3:73])[CH2:43][O:44][CH2:45][CH2:46][CH2:47][CH2:48][CH2:49][CH2:50][CH2:51][CH2:52][CH2:53][CH2:54][CH2:55][CH2:56][CH2:57][CH3:58])(=[O:3])[CH3:2]. Procedure: 3-O-(2,3,4-tri-O-acetyl-6-O-trityl-α-D-galactopyranosyl)-1,2-di-O-tetradecyl-Sn-glycerol (5) (599 mg) was mixed with 90% acetic acid (30 ml). The mixture was stirred at 50° C. for 2 hours and concentrated in vacuo. The residue was subjected to column chromatography (Wakogel C-300, 120 g) and eluted with 2.5% methanol-containing chloroform to obtain 3-O-(2,3,4-tri-O-acetyl-α-D-galactopyranosyl)-1,2-di-O-tetradecyl-Sn-glycerol (6) (255 mg, 60.8%). Reactants: C(C#CC)(=O)N1CC2=CC(=CC=C2CC1)C(=O)NOC1OCCCC1 (2-but-2-ynoyl-N-(tetrahydro-2H-pyran-2-yloxy)-1,2,3,4-tetrahydroisoquinoline-7-carboxamide), Cl (hydrochloric acid). The solvent is CO (methanol). Reaction conditions: time 8 hour. The product is C(C#CC)(=O)N1CC2=CC(=CC=C2CC1)C(=O)NO (2-But-2-ynoyl-N-hydroxy-1,2,3,4-tetrahydroisoquinoline-7-carboxamide). Isolated yield 78.0%. As a reaction SMILES: [C:1]([N:6]1[CH2:15][CH2:14][C:13]2[C:8](=[CH:9][C:10]([C:16]([NH:18][O:19]C3CCCCO3)=[O:17])=[CH:11][CH:12]=2)[CH2:7]1)(=[O:5])[C:2]#[C:3][CH3:4].Cl>CO>[C:1]([N:6]1[CH2:15][CH2:14][C:13]2[C:8](=[CH:9][C:10]([C:16]([NH:18][OH:19])=[O:17])=[CH:11][CH:12]=2)[CH2:7]1)(=[O:5])[C:2]#[C:3][CH3:4]. Reported procedure: A mixture of 124 mg 2-but-2-ynoyl-N-(tetrahydro-2H-pyran-2-yloxy)-1,2,3,4-tetrahydroisoquinoline-7-carboxamide, 6 ml methanol and 6 ml 0.1 N aqueous hydrochloric acid is stirred overnight at ambient temperature. The mixture is evaporated and the residue is treated with water and acetone. A colorless solid separates. After drying, 73 mg of the title compound are obtained. MH+=275.7 Yields the product C(C)OC(=O)C1=CC=C(N\C(\C2=CC=CC=C2)=C\2/C(NC3=CC(=CC=C23)C2=C(C=CC=C2)C)=O)C=C1 (3-(Z)-[1-(4-ethoxycarbonyl-anilino)-1-phenyl-methylidene]-6-(2-tolyl)-2-indolinone). Reaction SMILES: C([N:4]1[C:12]2[C:7](=[CH:8][CH:9]=[C:10]([C:13]3[CH:18]=[CH:17][CH:16]=[CH:15][C:14]=3[CH3:19])[CH:11]=2)[C:6](=[C:20](OCC)[C:21]2[CH:26]=[CH:25][CH:24]=[CH:23][CH:22]=2)[C:5]1=[O:30])(=O)C.[NH2:31][C:32]1[CH:42]=[CH:41][C:35]([C:36]([O:38][CH2:39][CH3:40])=[O:37])=[CH:34][CH:33]=1>>[CH2:39]([O:38][C:36]([C:35]1[CH:34]=[CH:33][C:32]([NH:31]/[C:20](=[C:6]2\[C:5](=[O:30])[NH:4][C:12]3[C:7]\2=[CH:8][CH:9]=[C:10]([C:13]2[CH:18]=[CH:17][CH:16]=[CH:15][C:14]=2[CH3:19])[CH:11]=3)/[C:21]2[CH:22]=[CH:23][CH:24]=[CH:25][CH:26]=2)=[CH:42][CH:41]=1)=[O:37])[CH3:40]. Reported procedure: Prepared from 1-acetyl-3-(1-ethoxy-1-phenyl-methylidene)-6-(2-tolyl)-2-indolinone and ethyl 4-aminobenzoate The reactants are C(C)(=O)N1C(C(C2=CC=C(C=C12)C1=C(C=CC=C1)C)=C(C1=CC=CC=C1)OCC)=O (1-acetyl-3-(1-ethoxy-1-phenyl-methylidene)-6-(2-tolyl)-2-indolinone), NC1=CC=C(C(=O)OCC)C=C1 (ethyl 4-aminobenzoate). The reactants are BrC1=CC=CC=2C(=COC21)C2=CC=CC=C2 (7-bromo-3-phenylbenzofuran), C(=O)=O (dry ice), Cl (hydrochloric acid), CI (methyl iodide), [Mg] (magnesium). Procedure: (3)-(i) 2.4 ml of methyl iodide are added dropwise to a solution of 3.9 g of magnesium in 16 ml of tetrahydrofuran and the mixture is stirred at room temperature for 20 minutes. A solution of 11.0 g of 7-bromo-3-phenylbenzofuran in tetrahydrofuran is added dropwise to the mixture and the mixture is refluxed for 4 hours. After cooling, the reaction mixture is poured to dry ice, acidified with 10% hydrochloric acid and extracted with ethyl acetate. The extract is washed with water, dried and evapo... Reaction conditions: time 20 minute. As a reaction SMILES: CI.[Mg].Br[C:5]1[C:13]2[O:12][CH:11]=[C:10]([C:14]3[CH:19]=[CH:18][CH:17]=[CH:16][CH:15]=3)[C:9]=2[CH:8]=[CH:7][CH:6]=1.[C:20](=[O:22])=[O:21].Cl>O1CCCC1>[C:14]1([C:10]2[C:9]3[CH:8]=[CH:7][CH:6]=[C:5]([C:20]([OH:22])=[O:21])[C:13]=3[O:12][CH:11]=2)[CH:19]=[CH:18][CH:17]=[CH:16][CH:15]=1. The solvent is O1CCCC1 (tetrahydrofuran), O1CCCC1 (tetrahydrofuran). The product is C1(=CC=CC=C1)C1=COC2=C1C=CC=C2C(=O)O (3-phenylbenzofuran-7-carboxylic acid).